From a dataset of the Open Reaction Database (ORD), a public repository of structured organic reaction records. describe an organic reaction: reactants, conditions, products, and yield Starting materials: CCCCCC.C(C)(=O)OCC (hexane ethyl acetate), ClC=1N=CC2=C(N1)N(C(=C2I)C(OCC)OCC)CCNC(OC(C)(C)C)=O (tert-butyl N-[2-[2-chloro-6-(diethoxymethyl)-5-iodo-pyrrolo[2,3-d]pyrimidin-7-yl]ethyl]carbamate), CC1=C(C=CC=C1)B(O)O (2-Methylphenylboronic acid), P(=O)([O-])([O-])[O-].[K+].[K+].[K+] (potassium phosphate). The reagents and catalysts are C=1C=CC(=CC1)[P](C=2C=CC=CC2)(C=3C=CC=CC3)[Pd]([P](C=4C=CC=CC4)(C=5C=CC=CC5)C=6C=CC=CC6)([P](C=7C=CC=CC7)(C=8C=CC=CC8)C=9C=CC=CC9)[P](C=1C=CC=CC1)(C=1C=CC=CC1)C=1C=CC=CC1 (tetrakis(triphenylphosphine)palladium). Solvent: O1CCOCC1 (dioxane), O (water). Reaction conditions: temperature 90 celsius. The product is ClC=1N=CC2=C(N1)N(C(=C2C2=C(C=CC=C2)C)C(OCC)OCC)CCNC(OC(C)(C)C)=O (tert-butyl N-[2-[2-chloro-6-(diethoxymethyl)-5-(o-tolyl)pyrrolo[2,3-d]pyrimidin-7-yl]ethyl]carbamate). Yield: 64.6%. As a reaction SMILES: [Cl:1][C:2]1[N:3]=[CH:4][C:5]2[C:10](I)=[C:9]([CH:12]([O:16][CH2:17][CH3:18])[O:13][CH2:14][CH3:15])[N:8]([CH2:19][CH2:20][NH:21][C:22](=[O:28])[O:23][C:24]([CH3:27])([CH3:26])[CH3:25])[C:6]=2[N:7]=1.[CH3:29][C:30]1[CH:35]=[CH:34][CH:33]=[CH:32][C:31]=1B(O)O.P([O-])([O-])([O-])=O.[K+].[K+].[K+].CCCCCC.C(OCC)(=O)C>O1CCOCC1.O.C1C=CC([P]([Pd]([P](C2C=CC=CC=2)(C2C=CC=CC=2)C2C=CC=CC=2)([P](C2C=CC=CC=2)(C2C=CC=CC=2)C2C=CC=CC=2)[P](C2C=CC=CC=2)(C2C=CC=CC=2)C2C=CC=CC=2)(C2C=CC=CC=2)C2C=CC=CC=2)=CC=1>[Cl:1][C:2]1[N:3]=[CH:4][C:5]2[C:10]([C:31]3[CH:32]=[CH:33][CH:34]=[CH:35][C:30]=3[CH3:29])=[C:9]([CH:12]([O:16][CH2:17][CH3:18])[O:13][CH2:14][CH3:15])[N:8]([CH2:19][CH2:20][NH:21][C:22](=[O:28])[O:23][C:24]([CH3:27])([CH3:26])[CH3:25])[C:6]=2[N:7]=1 |f:2.3.4.5,6.7,^1:69,71,90,109|. Procedure details: To tert-butyl N-[2-[2-chloro-6-(diethoxymethyl)-5-iodo-pyrrolo[2,3-d]pyrimidin-7-yl]ethyl]carbamate (0.1 g, 0.19 mmole) in dioxane (3 mL) was added 2-Methylphenylboronic acid (28 mg), tetrakis(triphenylphosphine)palladium (25 mg) and 250 mg potassium phosphate in 0.3 mL water. Heat in a CEM Discovery microwave at 90° C. for 3 hrs. The crude reaction was loaded onto silica gel and columned using hexane/ethyl acetate (0-30%) to afford tert-butyl N-[2-[2-chloro-6-(diethoxymethyl)-5-(o-tolyl)pyrrolo... The reactants are C(C)OC(=O)NC1=CC(=C(C=C1)C1=CC=C(C=C1)C(=O)O)C (4'-(ethoxycarbonylamino)-2'-methylbiphenyl-4-carboxylic acid), C(C)N1CCC2(CC1)COC1=CC=3CCNC3C=C12 (1'-ethyl-2,3,6,7-tetrahydrospiro[furo[2,3-f]indole-3,4'-piperidine]). The product is C(C)OC(=O)NC1=CC(=C(C=C1)C1=CC=C(C=C1)C(=O)N1CCC=2C=C3C(=CC12)C1(CCN(CC1)CC)CO3)C (5-[4'-(Ethoxycarbonylamino)-2'-methylbiphenyl-4-carbonyl]-1'-ethyl-2,3,6,7-tetrahydrospiro[furo[2,3-f]indole-3,4'-piperidine]). Isolated yield 61.0%. RXN SMILES: [CH2:1]([O:3][C:4]([NH:6][C:7]1[CH:12]=[CH:11][C:10]([C:13]2[CH:18]=[CH:17][C:16]([C:19](O)=[O:20])=[CH:15][CH:14]=2)=[C:9]([CH3:22])[CH:8]=1)=[O:5])[CH3:2].[CH2:23]([N:25]1[CH2:30][CH2:29][C:28]2([C:41]3[C:33](=[CH:34][C:35]4[CH2:36][CH2:37][NH:38][C:39]=4[CH:40]=3)[O:32][CH2:31]2)[CH2:27][CH2:26]1)[CH3:24]>>[CH2:1]([O:3][C:4]([NH:6][C:7]1[CH:12]=[CH:11][C:10]([C:13]2[CH:18]=[CH:17][C:16]([C:19]([N:38]3[C:39]4[CH:40]=[C:41]5[C:28]6([CH2:31][O:32][C:33]5=[CH:34][C:35]=4[CH2:36][CH2:37]3)[CH2:29][CH2:30][N:25]([CH2:23][CH3:24])[CH2:26][CH2:27]6)=[O:20])=[CH:15][CH:14]=2)=[C:9]([CH3:22])[CH:8]=1)=[O:5])[CH3:2]. Procedure details: This compound was prepared from 4'-(ethoxycarbonylamino)-2'-methylbiphenyl-4-carboxylic acid (D61) and 1'-ethyl-2,3,6,7-tetrahydrosprio[furo[2,3-f]indole-3,4'-piperidine] (D109), following the procedure of Example 29. This gave the title compound (61%) as a straw coloured foam, which was converted to its hydrochloride salt.